Dataset: the Open Reaction Database (ORD), a public repository of structured organic reaction records. Task: describe an organic reaction: reactants, conditions, products, and yield Reactants: O[C@@H]([C@H]1[C@H](CC(N1C)=O)C1=CC=C(C=C1)[N+](=O)[O-])C=1SC(=CC1)C1=CC=CC=C1 ((±)-(4R*,5R*)-5-[(1S*)-hydroxy(5-phenyl(2-thienyl))methyl]-4-(4-nitrophenyl)-1-methylpyrrolidin-2-one), O.O.[Sn](Cl)Cl (tin(II) chloride dihydrate), ester, ClC=1C=C(OC[C@H]2[C@H](CC(N2C)=O)C2=CC=CC=C2)C=CC1 ((±)-(4R*,5R*)-5-[(3-chlorophenoxy)methyl]-1-methyl-4-phenylpyrrolidin-2-one), alcohol, C(=O)(O)[O-].[Na+] (NaHCO3), aldehyde, C1(=CC=CC=C1)C=1SC=CC1 (2-phenylthiophene), [Li]CCCC (n-BuLi), Intermediate U, C(C)[BH-](CC)CC.[Li+] (lithium triethylborohydride), C(=O)[C@H]1[C@H](CC(N1C)=O)C1=CC=CC=C1 ((±)-(4R*,5R*)-5-formyl-1-methyl-4-phenylpyrrolidin-2-one). Run in CCO (EtOH). Run at temperature 70 celsius. Yields the product O[C@@H]([C@H]1[C@H](CC(N1C)=O)C1=CC=C(C=C1)N)C=1SC(=CC1)C1=CC=CC=C1 ((±)-(4R*,5R*)-5-[(1S*)-hydroxy(5-phenyl(2-thienyl))methyl]-4-(4-aminophenyl)-1-methylpyrrolidin-2-one). The yield is 60.0%. Reaction SMILES: C([BH-]([CH2:6][CH3:7])CC)C.[Li+].ClC1C=C(C=CC=1)[O:13][CH2:14][C@@H:15]1[N:19]([CH3:20])[C:18](=[O:21])[CH2:17][C@@H:16]1[C:22]1[CH:27]=[CH:26][CH:25]=[CH:24][CH:23]=1.C([C@@H]1N(C)C(=O)C[C@@H]1[C:40]1[CH:45]=[CH:44][CH:43]=CC=1)=O.C1([C:52]2[S:53][CH:54]=[CH:55][CH:56]=2)C=CC=CC=1.[Li]CCCC.O[C@H](C1SC(C2C=CC=CC=2)=CC=1)[C@@H]1[N:68](C)C(=O)C[C@@H]1C1C=CC([N+]([O-])=O)=CC=1.O.O.[Sn](Cl)Cl.C([O-])(O)=O.[Na+]>CCO>[OH:13][C@H:14]([C:52]1[S:53][C:54]([C:7]2[CH:6]=[CH:43][CH:44]=[CH:45][CH:40]=2)=[CH:55][CH:56]=1)[C@@H:15]1[N:19]([CH3:20])[C:18](=[O:21])[CH2:17][C@@H:16]1[C:22]1[CH:23]=[CH:24][C:25]([NH2:68])=[CH:26][CH:27]=1 |f:0.1,7.8.9,10.11|. Reported procedure: The ester of Intermediate U step 1 was reduced with lithium triethylborohydride using the procedure described as Method 2 in the preparation of Intermediate T. The resulting alcohol was then subjected to Swern oxidation using the procedure described as Method 1 in the preparation of Intermediate Z, followed by a reaction of the resulting aldehyde with 2-phenylthiophene and n-BuLi in a manner analogous to that of Example 3a. To the resulting product, (±)-(4R*,5R*)-5-[(1S*)-hydroxy(5-phenyl(2-thie... Reactants: 96, CC1(C(C2CCCCC2CC1)N)C (decahydro-2,2-dimethyl-1-naphthalenamine), C(#N)N=COCC (ethyl N-cyanomethanimidate). Solvent: C(C)O (ethanol). Reaction conditions: time 2 hour. Product: 67, C(#N)N=CNC1C(CCC2CCCCC12)(C)C (N'-cyano-N-(decahydro-2,2-dimethyl-1-naphthalenyl)methanimidamide). Yield: 54.1%. Reaction SMILES: [CH3:1][C:2]1([CH3:13])[CH2:11][CH2:10][CH:9]2[CH:4]([CH2:5][CH2:6][CH2:7][CH2:8]2)[CH:3]1[NH2:12].[C:14]([N:16]=[CH:17]OCC)#[N:15]>C(O)C>[C:14]([N:16]=[CH:17][NH:12][CH:3]1[CH:4]2[CH:9]([CH2:8][CH2:7][CH2:6][CH2:5]2)[CH2:10][CH2:11][C:2]1([CH3:13])[CH3:1])#[N:15]. Procedure: To a stirred and heated (<40° C.) solution of 96 parts of decahydro-2,2-dimethyl-1-naphthalenamine in 400 parts of ethanol were added dropwise 48 parts of ethyl N-cyanomethanimidate. Upon complete addition, stirring was continued for 2 hours. The precipitated product was filtered off (and set aside) and the filtrate was evaporated. The residue was treated with 2,2'-oxybispropane. The precipitated product was filtered off and combined with the product, which was set aside (see above). Both were c... The reactants are OCCCCN1C=NC2=C1C=C(C(=C2)C)C (1-(4-hydroxybutyl)-5,6-dimethylbenzimidazole), [NH+]1=CC=CC=C1.C(#N)CCOP([O-])([O-])=O.[NH+]1=CC=CC=C1 (2-cyanoethylphosphoric acid pyridinium salt). Product: CC1=CC2=C(N=C(N2)CCCCOP(O)(O)=O)C=C1C (4-(5,6-dimethylbenzimidazolyl)butylphosphoric acid). As a reaction SMILES: OCCCC[N:6]1[C:10]2[CH:11]=[C:12]([CH3:16])[C:13]([CH3:15])=[CH:14][C:9]=2[N:8]=[CH:7]1.[NH+]1C=[CH:21][CH:20]=[CH:19][CH:18]=1.C(CC[O:27][P:28](=[O:31])([O-:30])[O-:29])#N.[NH+]1C=CC=CC=1>>[CH3:16][C:12]1[C:13]([CH3:15])=[CH:14][C:9]2[N:8]=[C:7]([CH2:18][CH2:19][CH2:20][CH2:21][O:29][P:28](=[O:27])([OH:31])[OH:30])[NH:6][C:10]=2[CH:11]=1 |f:1.2.3|. Procedure: Using 0.2 g of the crude 1-(4-hydroxybutyl)-5,6-dimethylbenzimidazole and 2 ml of 2-cyanoethylphosphoric acid pyridinium salt solution (1 mmol/ml) as the starting substances, according to the same processes as in Example 1, 0.3 g of crude 4-(5,6-dimethylbenzimidazolyl)butylphosphoric acid was obtained. Reactants: C1COCCN1, CS(C)=O, CCOC(C)=O, O=[N+]([O-])c1ccc(F)c(F)c1F, [K+], [K+], O=C([O-])[O-]. The product is O=[N+]([O-])c1ccc(N2CCOCC2)c(F)c1F. Reaction SMILES: [CH2:13]1[CH2:14][O:15][CH2:16][CH2:17][NH:18]1.[CH3:25][S:26]([CH3:27])=[O:28].[CH3:29][CH2:30][O:31][C:32]([CH3:33])=[O:34].[F:1][c:2]1[c:3]([F:12])[c:4]([F:11])[c:5]([N+:8](=[O:9])[O-:10])[cH:6][cH:7]1.[K+:19].[K+:20].[O-:21][C:22]([O-:23])=[O:24]>>[c:2]1([N:18]2[CH2:13][CH2:14][O:15][CH2:16][CH2:17]2)[c:3]([F:12])[c:4]([F:11])[c:5]([N+:8](=[O:9])[O-:10])[cH:6][cH:7]1. The reactants are CN1CCOCC1 (4-methylmorpholine), ClC(=O)OCC(C)C (isobutyl chloroformate), C(C)(C)(C)OC(CN(C(C1=CC=C(C=C1)NC(CC1=C(C=C(C=C1)OC)C(F)(F)F)=O)=O)CC1=CC=C(C(=O)O)C=C1)=O (4-((N-(2-(tert-butoxy)-2-oxoethyl)-4-(2-(4-methoxy-2-(trifluoromethyl)phenyl)acetamido)benzamido)methyl)benzoic acid), CC1=CC=C(C=C1)C1=CC=C(C=C1)C(=O)NN (4′-methyl-[1,1′-biphenyl]-4-carbohydrazide), CC1=CC=C(C=C1)C1=CC=C(C=C1)C(=O)NN (4′-methyl-[1,1′-biphenyl]-4-carbohydrazide). Run in C1CCOC1 (THF), CN(C)C=O (DMF), C(Cl)Cl (DCM). Conditions: time 1 hour. Product: COC1=CC(=C(C=C1)CC(=O)NC1=CC=C(C(=O)N(CC2=CC=C(C=C2)C(=O)NNC(=O)C2=CC=C(C=C2)C2=CC=C(C=C2)C)CC(=O)OC(C)(C)C)C=C1)C(F)(F)F (tert-butyl 2-(4-(2-(4-methoxy-2-(trifluoromethyl)phenyl)acetamido)-N-(4-(2-(4′-methyl-[1,1′-biphenyl]-4-carbonyl)hydrazine carbonyl)benzyl)benzamido)acetate). Yield: 65.0%. RXN SMILES: [C:1]([O:5][C:6](=[O:43])[CH2:7][N:8]([CH2:33][C:34]1[CH:42]=[CH:41][C:37]([C:38](O)=[O:39])=[CH:36][CH:35]=1)[C:9](=[O:32])[C:10]1[CH:15]=[CH:14][C:13]([NH:16][C:17](=[O:31])[CH2:18][C:19]2[CH:24]=[CH:23][C:22]([O:25][CH3:26])=[CH:21][C:20]=2[C:27]([F:30])([F:29])[F:28])=[CH:12][CH:11]=1)([CH3:4])([CH3:3])[CH3:2].CN1CCOCC1.ClC(OCC(C)C)=O.[CH3:59][C:60]1[CH:65]=[CH:64][C:63]([C:66]2[CH:71]=[CH:70][C:69]([C:72]([NH:74][NH2:75])=[O:73])=[CH:68][CH:67]=2)=[CH:62][CH:61]=1>C1COCC1.CN(C=O)C.C(Cl)Cl>[CH3:26][O:25][C:22]1[CH:23]=[CH:24][C:19]([CH2:18][C:17]([NH:16][C:13]2[CH:14]=[CH:15][C:10]([C:9]([N:8]([CH2:7][C:6]([O:5][C:1]([CH3:4])([CH3:3])[CH3:2])=[O:43])[CH2:33][C:34]3[CH:35]=[CH:36][C:37]([C:38]([NH:75][NH:74][C:72]([C:69]4[CH:68]=[CH:67][C:66]([C:63]5[CH:64]=[CH:65][C:60]([CH3:59])=[CH:61][CH:62]=5)=[CH:71][CH:70]=4)=[O:73])=[O:39])=[CH:41][CH:42]=3)=[O:32])=[CH:11][CH:12]=2)=[O:31])=[C:20]([C:27]([F:29])([F:28])[F:30])[CH:21]=1. Reported procedure: To a stirring solution of 4-((N-(2-(tert-butoxy)-2-oxoethyl)-4-(2-(4-methoxy-2-(trifluoromethyl)phenyl)acetamido)benzamido)methyl)benzoic acid INT-37 (157 mg, 0.26 mmol) and 4-methylmorpholine (63.0 μL, 0.58 mmol) in THF (3 mL) was added isobutyl chloroformate (34.0 μL, 0.26 mmol). After 1 h, the reaction mixture was added to a stirring solution of 4′-methyl-[1,1′-biphenyl]-4-carbohydrazide INT-50 (65.0 mg, 0.29 mmol) in DMF (2 mL). After 2 h, additional 4′-methyl-[1,1′-biphenyl]-4-carbohydrazid... The reactants are ice water, C(C)OC(N(CCC)N1C=CC2=CC=CC=C12)=O (N-(1H-indol-1-yl)-N-propylcarbamic acid ethyl ester), [OH-].[Na+] (NaOH). The solvent is C(CO)O (ethylene glycol), O (water). Run at temperature 120 celsius, time 4 hour. Yields the product N1(C=CC2=CC=CC=C12)NCCC (N-(1H-indol-1-yl)-N-propylamine). Reaction SMILES: C(OC(=O)[N:5]([N:9]1[C:17]2[C:12](=[CH:13][CH:14]=[CH:15][CH:16]=2)[CH:11]=[CH:10]1)[CH2:6][CH2:7][CH3:8])C.[OH-].[Na+]>C(O)CO.O>[N:9]1([NH:5][CH2:6][CH2:7][CH3:8])[C:17]2[C:12](=[CH:13][CH:14]=[CH:15][CH:16]=2)[CH:11]=[CH:10]1 |f:1.2|. Reported procedure: To a suspension of NaHCO3 (50 g, 0.7 mole) in 100 ml dichloromethane (DCM) was added a solution of 1H-indol-1-amine (36 g, 0.27 mole) in 200 ml DCM. After cooling to 0° C. with an ice bath, a solution of ethyl chloroformate (29 ml, 0.30 mole) in 50 ml DCM was added over a period of thirty minutes. After stirring at ambient temperature for three hours, the mixture was filtered, and the filtrate washed with water, then dried (saturated NaCl, anhydrous MgSO4). After filtering, the solvent was evapo...